This data is from the Open Reaction Database (ORD), a public repository of structured organic reaction records. The task is: describe an organic reaction: reactants, conditions, products, and yield The reactants are COCCOCCOC, [Cl-], Cl, [Cu], [K+], Nc1ncc(Cl)cc1Cl, [Na+], [OH-]. Product: Nc1ncc(Cl)cc1O. As a reaction SMILES: [CH3:16][O:17][CH2:18][CH2:19][O:20][CH2:21][CH2:22][O:23][CH3:24].[Cl-:14].[ClH:12].[Cu:15].[K+:11].[NH2:1][c:2]1[n:3][cH:4][c:5]([Cl:9])[cH:6][c:7]1[Cl:8].[Na+:13].[OH-:10]>>[NH2:1][c:2]1[n:3][cH:4][c:5]([Cl:9])[cH:6][c:7]1[OH:10]. Starting materials: C(=O)C=1C=C2C(=C(NC2=CC1)C(=O)N)SC1=CC=CC=C1 (5-formyl-3-phenylsulfanyl-1H-indole-2-carboxylic acid amide), CI (MeI). The solvent is CO.C(Cl)Cl (MeOH CH2Cl2). The product is C(=O)C=1C=C2C=CN(C2=CC1)C (5-formyl-1-methylindole), title compound 14. The yield is 67.0%. RXN SMILES: [CH:1]([C:3]1[CH:4]=[C:5]2[C:9](=[CH:10][CH:11]=1)[NH:8][C:7](C(N)=O)=[C:6]2SC1C=CC=CC=1)=[O:2].[CH3:22]I>CO.C(Cl)Cl>[CH:1]([C:3]1[CH:4]=[C:5]2[C:9](=[CH:10][CH:11]=1)[N:8]([CH3:22])[CH:7]=[CH:6]2)=[O:2] |f:2.3|. Reported procedure: Treat 5-formyl-3-phenylsulfanyl-1H-indole-2-carboxylic acid amide 13 (m=0, R3=Ph; 400 mg, 1.35 mmol) with MeI (101 μl) as described in General Procedure XIV to provide the 5-formyl-1-methylindole the title compound 14 (280 mg, 67%), Rf (5% MeOH/CH2Cl2)=0.75. Starting materials: C(C)(=O)O (acetic acid), CC=1OC(=CC1C1=NC=2N(C(=C1)CC1=C(C=CC=C1)F)C(C(C2)=O)C(=O)OCC)C (2-(2,5-Dimethyl-3-furyl)-6-ethoxycarbonyl-4-(2-fluorophenylmethyl)-pyrrolo[1,2-a]pyrimid-7-one), C=O (formaldehyde), secondary amine. Product: CC=1OC(=CC1C1N(C=2N(C(=C1)CC1=C(C=CC=C1)F)C(C(C2)=O)C(=O)OCC)CN(CCC2=NC=CC=C2)C)C (2-(2,5-Dimethyl-3-furyl)-1-{N-methyl-N-[2-(2-pyridyl)ethyl]aminomethyl}-6-ethoxycarbonyl-4-(2-fluorophenylmethyl)pyrrolo[1,2-a]pyrimid-7-one). Reaction SMILES: [CH3:1][C:2]1[O:3][C:4]([CH3:30])=[CH:5][C:6]=1[C:7]1[CH:12]=[C:11]([CH2:13][C:14]2[CH:19]=[CH:18][CH:17]=[CH:16][C:15]=2[F:20])[N:10]2[CH:21]([C:25]([O:27][CH2:28][CH3:29])=[O:26])[C:22](=[O:24])[CH:23]=[C:9]2[N:8]=1.C=O.[C:33](O)(=O)[CH3:34]>>[CH3:1][C:2]1[O:3][C:4]([CH3:30])=[CH:5][C:6]=1[CH:7]1[CH:12]=[C:11]([CH2:13][C:14]2[CH:19]=[CH:18][CH:17]=[CH:16][C:15]=2[F:20])[N:10]2[CH:21]([C:25]([O:27][CH2:28][CH3:29])=[O:26])[C:22](=[O:24])[CH:23]=[C:9]2[N:8]1[CH2:11][N:10]([CH3:21])[CH2:9][CH2:23][C:33]1[CH:34]=[CH:2][CH:6]=[CH:7][N:8]=1. Procedure details: 2-(2,5-Dimethyl-3-furyl)-6-ethoxycarbonyl-4-(2-fluorophenylmethyl)-pyrrolo[1,2-a]pyrimid-7-one (50 mg, 122 umol) was added into a solution of formaldehyde (5 μL, 184 μmol) and a secondary amine (184 μmol) in acetic acid (2 mL). The resulting solution was stirred at room temperature for ten minutes, and then 50° C. for another ten minutes. HOAc was evaporated and the residue was diluted with DCM and purified by prep-TLC (MeOH/DCM−1:9) to yield the desired product, which was characterized by proto... Reactants: Cc1ccc(C)cc1, CS(C)=O, N#Cc1ccccc1Cl, Cl[Pd]Cl, [F-], [K+], O, Cc1ccc(B(O)O)cc1. Yields the product Cc1ccc(-c2ccccc2C#N)cc1. Reaction SMILES: [CH3:22][c:23]1[cH:24][cH:25][c:26]([CH3:27])[cH:28][cH:29]1.[CH3:31][S:32]([CH3:33])=[O:34].[Cl:1][c:2]1[c:3]([C:4]#[N:5])[cH:6][cH:7][cH:8][cH:9]1.[Cl:35][Pd:36][Cl:37].[F-:20].[K+:21].[OH2:30].[c:10]1([CH3:19])[cH:11][cH:12][c:13]([B:16]([OH:17])[OH:18])[cH:14][cH:15]1>>[c:2]1(-[c:13]2[cH:12][cH:11][c:10]([CH3:19])[cH:15][cH:14]2)[c:3]([C:4]#[N:5])[cH:6][cH:7][cH:8][cH:9]1. Reactants: C(C)OC(C1=CN=CC(=C1)C#CC1=CC=CC=C1)=O (5-phenylethynyl-nicotinic acid ethyl ester), [H-].[Al+3].[Li+].[H-].[H-].[H-] (lithium aluminum hydride), [H-].[Al+3].[Li+].[H-].[H-].[H-] (lithium aluminum hydride). Solvent: O1CCCC1 (tetrahydrofuran). Conditions: time 3 hour. Product: C(=C\C1=CC=CC=C1)/C=1C=C(C=NC1)CO ((E)-(5-Styrylpyridin-3-yl)-methanol). As a reaction SMILES: C([O:3][C:4](=O)[C:5]1[CH:10]=[C:9]([C:11]#[C:12][C:13]2[CH:18]=[CH:17][CH:16]=[CH:15][CH:14]=2)[CH:8]=[N:7][CH:6]=1)C.[H-].[Al+3].[Li+].[H-].[H-].[H-]>O1CCCC1>[CH:11](/[C:9]1[CH:10]=[C:5]([CH2:4][OH:3])[CH:6]=[N:7][CH:8]=1)=[CH:12]\[C:13]1[CH:14]=[CH:15][CH:16]=[CH:17][CH:18]=1 |f:1.2.3.4.5.6|. Procedure details: Add a solution of commercially available 5-phenylethynyl-nicotinic acid ethyl ester (0.4 g, 1.59 mmol) in dry tetrahydrofuran (20 mL) to a solution of lithium aluminum hydride (20 mL, 0.08 M in tetrahydrofuran) at room temperature under nitrogen and stir for 3 h. Add a solution of lithium aluminum hydride (2 mL, 1 M in tetrahydrofuran) and stir for 1 h. Slowly add methanol (2 mL) and concentrate. Dilute with ethyl acetate, wash with water and a saturated aqueous solution of sodium chloride and d... Product: O=C(O)CCCC=Cc1ccc(OCc2ccccc2)c(OCc2ccccc2)c1. Reactants: [Br-], O=C(O)CCCC[P+](c1ccccc1)(c1ccccc1)c1ccccc1, O=Cc1ccc(OCc2ccccc2)c(OCc2ccccc2)c1, CS(C)=O, [H-], [Na+]. RXN SMILES: [Br-:3].[C:4](=[O:5])([OH:6])[CH2:7][CH2:8][CH2:9][CH2:10][P+:11]([c:12]1[cH:13][cH:14][cH:15][cH:16][cH:17]1)([c:18]1[cH:19][cH:20][cH:21][cH:22][cH:23]1)[c:24]1[cH:25][cH:26][cH:27][cH:28][cH:29]1.[CH2:30]([c:31]1[cH:32][cH:33][cH:34][cH:35][cH:36]1)[O:37][c:38]1[cH:39][c:40]([CH:41]=[O:42])[cH:43][cH:44][c:45]1[O:46][CH2:47][c:48]1[cH:49][cH:50][cH:51][cH:52][cH:53]1.[CH3:54][S:55](=[O:56])[CH3:57].[H-:1].[Na+:2]>>[C:4](=[O:5])([OH:6])[CH2:7][CH2:8][CH2:9][CH:10]=[CH:54][c:40]1[cH:39][c:38]([O:37][CH2:30][c:31]2[cH:32][cH:33][cH:34][cH:35][cH:36]2)[c:45]([O:46][CH2:47][c:48]2[cH:49][cH:50][cH:51][cH:52][cH:53]2)[cH:44][cH:43]1. Starting materials: CC1(CC(NC2=CC=C(C=C12)C)C=1C=C(C=CC1)N)C (3-(4,4,6-trimethyl-1,2,3,4-tetrahydro-quinolin-2-yl)-phenylamine), CC1(CC(NC2=CC=C(C=C12)C(F)(F)F)C=1C=C(C=CC1)N)C (3-(4,4-dimethyl-6-trifluoromethyl-1,2,3,4-tetrahydro-quinolin-2-yl)-phenylamine), N1=CC=CC=C1 (pyridine), N1=CC(=CC=C1)S(=O)(=O)Cl (pyridine-3-sulfonyl chloride). Solvent: ClCCl (dichloromethane), ClCCl (dichloromethane). Reaction conditions: time 8 hour. The product is CC1(CC(NC2=CC=C(C=C12)C(F)(F)F)C=1C=C(C=CC1)NS(=O)(=O)C=1C=NC=CC1)C (pyridine-3-sulfonic acid [3-(4,4-dimethyl-6-trifluoromethyl-1,2,3,4-tetrahydro-quinolin-2-yl)-phenyl]-amide). Isolated yield 78.4%. As a reaction SMILES: [CH3:1][C:2]1([CH3:23])[C:11]2[C:6](=[CH:7][CH:8]=[C:9]([C:12]([F:15])([F:14])[F:13])[CH:10]=2)[NH:5][CH:4]([C:16]2[CH:17]=[C:18]([NH2:22])[CH:19]=[CH:20][CH:21]=2)[CH2:3]1.N1C=CC=CC=1.[N:30]1[CH:35]=[CH:34][CH:33]=[C:32]([S:36](Cl)(=[O:38])=[O:37])[CH:31]=1.CC1(C)C2C(=CC=C(C)C=2)NC(C2C=C(N)C=CC=2)C1>ClCCl>[CH3:1][C:2]1([CH3:23])[C:11]2[C:6](=[CH:7][CH:8]=[C:9]([C:12]([F:15])([F:13])[F:14])[CH:10]=2)[NH:5][CH:4]([C:16]2[CH:17]=[C:18]([NH:22][S:36]([C:32]3[CH:31]=[N:30][CH:35]=[CH:34][CH:33]=3)(=[O:38])=[O:37])[CH:19]=[CH:20][CH:21]=2)[CH2:3]1. Reported procedure: To a stirred solution of 3-(4,4-dimethyl-6-trifluoromethyl-1,2,3,4-tetrahydro-quinolin-2-yl)-phenylamine (150 mg, 0.47 mmol) in pyridine (0.74 mg, 0.94 mmol) and dichloromethane (3 mL) at 0° C. was added dropwise a solution of pyridine-3-sulfonyl chloride (100 mg, 0.56 mmol) in dichloromethane (1 mL). The mixture was stirred at room temperature overnight. Thin layer chromatography and LC-MS indicated that 3-(4,4,6-trimethyl-1,2,3,4-tetrahydro-quinolin-2-yl)-phenylamine was consumed completely. T...